This data is from the Open Reaction Database (ORD), a public repository of structured organic reaction records. The task is: describe an organic reaction: reactants, conditions, products, and yield Reactants: CCCCCCBr, CCO, O=C(O)c1ccc(O)c(Cl)c1, Cl, [K+], [OH-]. The product is CCCCCCOc1ccc(C(=O)O)cc1Cl. RXN SMILES: [CH2:1]([CH2:2][CH2:3][CH2:4][CH2:5][CH3:6])[Br:7].[CH3:22][CH2:23][OH:24].[Cl:11][c:12]1[cH:13][c:14]([C:15](=[O:16])[OH:17])[cH:18][cH:19][c:20]1[OH:21].[ClH:10].[K+:9].[OH-:8]>>[CH2:1]([CH2:2][CH2:3][CH2:4][CH2:5][CH3:6])[O:21][c:20]1[c:12]([Cl:11])[cH:13][c:14]([C:15](=[O:16])[OH:17])[cH:18][cH:19]1. The reactants are COC=CC1COCCC1 (3-[2-(methoxy)ethenyl]tetrahydro-2H-pyran), Cl (hydrochloric acid). Solvent: O (water), C1CCOC1 (THF). Product: O1CC(CCC1)CC=O (Tetrahydro-2H-pyran-3-ylacetaldehyde). Reaction SMILES: C[O:2][CH:3]=[CH:4][CH:5]1[CH2:10][CH2:9][CH2:8][O:7][CH2:6]1.Cl>C1COCC1.O>[O:7]1[CH2:8][CH2:9][CH2:10][CH:5]([CH2:4][CH:3]=[O:2])[CH2:6]1. Procedure details: To a stirring solution of 3-[2-(methoxy)ethenyl]tetrahydro-2H-pyran (2.22 gm) in THF (15 ml) was added 2N hydrochloric acid (15 ml). After 1 h the mixture was diluted with water and extracted three times with ether. The combined extracts were washed with brine, dried (Na2SO4) and evaporated to give the title product as a pale yellow oil, yield 1.79 g. Isolated yield 71.2%. RXN SMILES: [B-](F)(F)(F)F.CCOC(C(C#N)=NOC(N(C)C)=[N+](C)C)=O.C(N(CC)C(C)C)(C)C.[F:32][C:33]([F:74])([F:73])[C:34]1([C:69]([F:72])([F:71])[F:70])[C:38](=[O:39])[N:37]([C@@H:40]([CH2:44][CH:45]([CH3:47])[CH3:46])[C:41](O)=[O:42])[C:36](=[O:48])[N:35]1[CH2:49][C:50]1[CH:55]=[CH:54][C:53]([NH:56][C:57]([NH:59][C:60]2[CH:65]=[CH:64][CH:63]=[CH:62][C:61]=2[CH3:66])=[O:58])=[C:52]([O:67][CH3:68])[CH:51]=1.[NH2:75][C@H:76]([C:83]1[CH:88]=[CH:87][CH:86]=[CH:85][CH:84]=1)[CH2:77][C:78]([O:80][CH2:81][CH3:82])=[O:79]>CN(C=O)C>[F:72][C:69]([F:70])([F:71])[C:34]1([C:33]([F:74])([F:73])[F:32])[C:38](=[O:39])[N:37]([C@@H:40]([CH2:44][CH:45]([CH3:46])[CH3:47])[C:41]([NH:75][C@H:76]([C:83]2[CH:88]=[CH:87][CH:86]=[CH:85][CH:84]=2)[CH2:77][C:78]([O:80][CH2:81][CH3:82])=[O:79])=[O:42])[C:36](=[O:48])[N:35]1[CH2:49][C:50]1[CH:55]=[CH:54][C:53]([NH:56][C:57]([NH:59][C:60]2[CH:65]=[CH:64][CH:63]=[CH:62][C:61]=2[CH3:66])=[O:58])=[C:52]([O:67][CH3:68])[CH:51]=1 |f:0.1|. Solvent: CN(C)C=O (DMF). Starting materials: [B-](F)(F)(F)F.CCOC(=O)C(=NOC(=[N+](C)C)N(C)C)C#N (TOTU), C(C)(C)N(C(C)C)CC (N,N-diisopropylethylamine), FC(C1(N(C(N(C1=O)[C@H](C(=O)O)CC(C)C)=O)CC1=CC(=C(C=C1)NC(=O)NC1=C(C=CC=C1)C)OC)C(F)(F)F)(F)F ((S)-2-(4,4-bis(trifluoromethyl)-3-(4-(3-(2-methylphenyl)ureido)-3-methoxybenzyl)-2, 5-dioxoimidazolidin-1-yl)-2-(2-methylpropyl)acetic acid), N[C@@H](CC(=O)OCC)C1=CC=CC=C1 (ethyl (S)-3-amino-3-phenylpropionate). Reaction conditions: time 1 hour. The product is FC(C1(N(C(N(C1=O)[C@H](C(=O)N[C@@H](CC(=O)OCC)C1=CC=CC=C1)CC(C)C)=O)CC1=CC(=C(C=C1)NC(=O)NC1=C(C=CC=C1)C)OC)C(F)(F)F)(F)F (Ethyl (S)-3-((S)-2-(4,4-bis(trifluoromethyl)-3-(4-(3-(2-methylphenyl)ureido)-3-methoxybenzyl)-2,5-dioxoimidazolidin-1-yl)-2-(2-methylpropyl)acetylamino)-3-phenylpropionate). Procedure details: 1.89 g (5.77 mmol) of TOTU and 932 μL of N,N-diisopropylethylamine were added at 0° C. to a solution of 3.57 g (5.77 mmol) of (S)-2-(4,4-bis(trifluoromethyl)-3-(4-(3-(2-methylphenyl)ureido)-3-methoxybenzyl)-2, 5-dioxoimidazolidin-1-yl)-2-(2-methylpropyl)acetic acid (prepared from (S)-2-(4,4-bis(trifluoromethyl)-2,5-dioxoimidazolidin-1-yl)-2-(2-methylpropyl)acetic acid and 4-(3-(2-methylphenyl)ureido)-3-methoxybenzyl chloride as described in Example 18f) and 1.11 g (5.77 mmol) of ethyl (S)-3-amin... The reactants are NC=1C=NC(=NC1)Cl (5-amino-2-chloropyrimidine), ClC=1C=C(C=C(C1)Cl)C1(CC(=NO1)C1=CC(=C(C(=O)Cl)C=C1)C)C(F)(F)F (4-[5-(3,5-dichlorophenyl)-5-trifluoromethyl-4,5-dihydroisoxazol-3-yl]-2-methylbenzoyl-chloride), N1=CC=CC=C1 (pyridine). Yields the product ClC1(NC=CC=N1)NC(C1=C(C=C(C=C1)C1=NOC(C1)(C(F)(F)F)C1=CC(=CC(=C1)Cl)Cl)C)=O (N-(2-chloro-2-pyrimidinyl)-4-[5-(3,5-dichlorophenyl)-5-trifluoromethyl-4,5-dihydro-isoxazole-3-yl]-2-methyl benzoic acid amide). As a reaction SMILES: N[C:2]1[CH:3]=[N:4][C:5]([Cl:8])=[N:6][CH:7]=1.[Cl:9][C:10]1[CH:11]=[C:12]([C:17]2([C:32]([F:35])([F:34])[F:33])[O:21][N:20]=[C:19]([C:22]3[CH:30]=[CH:29][C:25]([C:26](Cl)=[O:27])=[C:24]([CH3:31])[CH:23]=3)[CH2:18]2)[CH:13]=[C:14]([Cl:16])[CH:15]=1.[N:36]1C=CC=CC=1>>[Cl:8][C:5]1([NH:36][C:26](=[O:27])[C:25]2[CH:29]=[CH:30][C:22]([C:19]3[CH2:18][C:17]([C:12]4[CH:11]=[C:10]([Cl:9])[CH:15]=[C:14]([Cl:16])[CH:13]=4)([C:32]([F:35])([F:34])[F:33])[O:21][N:20]=3)=[CH:23][C:24]=2[CH3:31])[N:6]=[CH:7][CH:2]=[CH:3][NH:4]1. Procedure details: In a solution of 0.12 g of 5-amino-2-chloropyrimidine in 3 mL of pyridine, 0.36 g of 4-[5-(3,5-dichlorophenyl)-5-trifluoromethyl-4,5-dihydroisoxazol-3-yl]-2-methylbenzoyl-chloride synthesized in Step 4 of Synthetic Example 1 was added at room temperature with stirring, and stirred at the same temperature for 18 hours. After the completion of the reaction, the solvent was distilled off under reduced pressure, 30 mL of 3N hydrochloric acid was added in the residue, and extracted with ethyl acetate... Starting materials: Cc1ccc(NC2CCN(Cc3ccccc3)CC2)nc1, CCO, [OH-], [OH-], [Pd+2]. Product: Cc1ccc(NC2CCNCC2)nc1. As a reaction SMILES: [CH2:1]([c:2]1[cH:3][cH:4][cH:5][cH:6][cH:7]1)[N:8]1[CH2:9][CH2:10][CH:11]([NH:14][c:15]2[n:16][cH:17][c:18]([CH3:21])[cH:19][cH:20]2)[CH2:12][CH2:13]1.[CH3:22][CH2:23][OH:24].[OH-:25].[OH-:27].[Pd+2:26]>>[NH:8]1[CH2:9][CH2:10][CH:11]([NH:14][c:15]2[n:16][cH:17][c:18]([CH3:21])[cH:19][cH:20]2)[CH2:12][CH2:13]1. The reactants are CCn1nc(-c2ccccc2)c(C(C)=O)c([N+](=O)[O-])c1=O, C1CCOC1, CCOC(C)=O, Cl, [H-], Nc1c(Cl)cncc1Cl, [Na+]. The product is CCn1nc(-c2ccccc2)c(C(C)=O)c(Nc2c(Cl)cncc2Cl)c1=O. As a reaction SMILES: [C:12]([CH3:13])(=[O:14])[c:15]1[c:16]([N+:30]([O-:31])=[O:32])[c:17](=[O:29])[n:18]([CH2:27][CH3:28])[n:19][c:20]1-[c:21]1[cH:22][cH:23][cH:24][cH:25][cH:26]1.[CH2:34]1[O:35][CH2:36][CH2:37][CH2:38]1.[CH3:39][CH2:40][O:41][C:42](=[O:43])[CH3:44].[ClH:33].[H-:1].[NH2:3][c:4]1[c:5]([Cl:11])[cH:6][n:7][cH:8][c:9]1[Cl:10].[Na+:2]>>[NH:3]([c:4]1[c:5]([Cl:11])[cH:6][n:7][cH:8][c:9]1[Cl:10])[c:16]1[c:15]([C:12]([CH3:13])=[O:14])[c:20](-[c:21]2[cH:22][cH:23][cH:24][cH:25][cH:26]2)[n:19][n:18]([CH2:27][CH3:28])[c:17]1=[O:29]. Reported procedure: 0.19 g (0.32 mmol) of tert-butyl 5-(1-methyl-1-phenylethylcarbamoyl)-3-(4-morpholin-4-ylbenzoylamino)-1H-pyrazolo[4,3-d]thiazole-1-carboxylate dissolved in 7 ml of ethanol is placed in a 50 ml round-bottomed flask. 1.6 ml (6.4 mmol) of a 4M solution of hydrochloric acid in dioxane are then added and the reaction mixture is stirred for 15 hours at 25° C. A further 1.6 ml (6.4 mmol) of a 4M solution of hydrochloric acid in dioxane are then added and the mixture is stirred for 15 hours at 25° C. Th... The solvent is O1CCOCC1 (dioxane), C(C)O (ethanol), O1CCOCC1 (dioxane). Isolated yield 61.8%. Conditions: temperature 25 celsius, time 15 hour. Product: CC(C)(C1=CC=CC=C1)NC(=O)C=1SC2=C(N1)C(=NN2)NC(C2=CC=C(C=C2)N2CCOCC2)=O (N-(1-methyl-1-phenylethyl)-3-(4-morpholin-4-ylbenzoylamino)-1H-pyrazolo[4,3-d]thiazole-5-carboxamide). Reactants: solution, Cl (hydrochloric acid), CC(C)(C1=CC=CC=C1)NC(=O)C=1SC2=C(N1)C(=NN2C(=O)OC(C)(C)C)NC(C2=CC=C(C=C2)N2CCOCC2)=O (tert-butyl 5-(1-methyl-1-phenylethylcarbamoyl)-3-(4-morpholin-4-ylbenzoylamino)-1H-pyrazolo[4,3-d]thiazole-1-carboxylate), solution, Cl (hydrochloric acid), [Cl-].[Na+] (sodium chloride). RXN SMILES: [CH3:1][C:2]([NH:10][C:11]([C:13]1[S:14][C:15]2[N:20](C(OC(C)(C)C)=O)[N:19]=[C:18]([NH:28][C:29](=[O:42])[C:30]3[CH:35]=[CH:34][C:33]([N:36]4[CH2:41][CH2:40][O:39][CH2:38][CH2:37]4)=[CH:32][CH:31]=3)[C:16]=2[N:17]=1)=[O:12])([C:4]1[CH:9]=[CH:8][CH:7]=[CH:6][CH:5]=1)[CH3:3].Cl.[Cl-].[Na+]>C(O)C.O1CCOCC1>[CH3:3][C:2]([NH:10][C:11]([C:13]1[S:14][C:15]2[NH:20][N:19]=[C:18]([NH:28][C:29](=[O:42])[C:30]3[CH:35]=[CH:34][C:33]([N:36]4[CH2:41][CH2:40][O:39][CH2:38][CH2:37]4)=[CH:32][CH:31]=3)[C:16]=2[N:17]=1)=[O:12])([C:4]1[CH:5]=[CH:6][CH:7]=[CH:8][CH:9]=1)[CH3:1] |f:2.3|. Reactants: Cl.C(N)(=O)CNC(=O)C=1C=C2C(CC3(CCNCC3)OC2=CC1)=O (4-oxospiro(chroman-2,4′-piperidin)-6-yl-carboxylicacidcarbamoylmethyl amide hydrochloride), C1(CC1)C1=NC=CC2=C(C=C(C=C12)C(=O)O)OCCO (1-cyclopropyl-5-(2-hydroxy-ethoxy)-isoquinoline-7-carboxylic acid), C1(CC1)C1=NC=CC2=C(C=C(C=C12)C(=O)O)OC (1-cyclopropyl-5-methoxy-isoquinoline-7-carboxylic acid). The product is NC(CNC(=O)C=1C=C2C(CC3(CCN(CC3)C(=O)C3=CC(=C4C=CN=C(C4=C3)C3CC3)OCCO)OC2=CC1)=O)=O (N-(2-Amino-2-oxoethyl)-1′-{[1-cyclopropyl-5-(2-hydroxyethoxy)isoquinolin-7-yl]carbonyl}-4-oxospiro[chroman-2,4′-piperidine]-6-carboxamide). As a reaction SMILES: Cl.[C:2]([CH2:5][NH:6][C:7]([C:9]1[CH:10]=[C:11]2[C:21](=[CH:22][CH:23]=1)[O:20][C:14]1([CH2:19][CH2:18][NH:17][CH2:16][CH2:15]1)[CH2:13][C:12]2=[O:24])=[O:8])(=[O:4])[NH2:3].[CH:25]1([C:28]2[C:37]3[C:32](=[C:33]([O:41][CH2:42][CH2:43][OH:44])[CH:34]=[C:35]([C:38](O)=[O:39])[CH:36]=3)[CH:31]=[CH:30][N:29]=2)[CH2:27][CH2:26]1.C1(C2C3C(=C(OC)C=C(C(O)=O)C=3)C=CN=2)CC1>>[NH2:3][C:2](=[O:4])[CH2:5][NH:6][C:7]([C:9]1[CH:10]=[C:11]2[C:21](=[CH:22][CH:23]=1)[O:20][C:14]1([CH2:19][CH2:18][N:17]([C:38]([C:35]3[CH:36]=[C:37]4[C:32]([CH:31]=[CH:30][N:29]=[C:28]4[CH:25]4[CH2:26][CH2:27]4)=[C:33]([O:41][CH2:42][CH2:43][OH:44])[CH:34]=3)=[O:39])[CH2:16][CH2:15]1)[CH2:13][C:12]2=[O:24])=[O:8] |f:0.1|. Procedure details: The intended compound was produced according to the procedure described in reference Example 37 but using 4-oxospiro(chroman-2,4′-piperidin)-6-yl-carboxylicacidcarbamoylmethyl amide hydrochloride and 1-cyclopropyl-5-(2-hydroxy-ethoxy)-isoquinoline-7-carboxylic acid in place of methyl 5″-{4-oxospiro[chroman-2,4′-piperidin]-6-yl}nicotinate di-hydrochloride and 1-cyclopropyl-5-methoxy-isoquinoline-7-carboxylic acid. 1H-NMR (400 MHz, DMSO-d6) δ: 8.75 (1.0H, t, J=5.7 Hz), 8.36 (1.0H, d, J=5.7 Hz), 8.... Reactants: CCOC(C)=O, COC1CN(C(=O)OC(C)(C)C)CCC1N(Cc1ccccc1)C(=O)OCc1ccccc1, CO, Cl. Yields the product COC1CNCCC1N(Cc1ccccc1)C(=O)OCc1ccccc1. Reaction SMILES: [C:1]([O:2][CH2:3][CH3:4])(=[O:5])[CH3:6].[CH2:8]([c:9]1[cH:10][cH:11][cH:12][cH:13][cH:14]1)[N:15]([CH:16]1[CH:17]([O:29][CH3:30])[CH2:18][N:19]([C:22]([O:23][C:24]([CH3:25])([CH3:26])[CH3:27])=[O:28])[CH2:20][CH2:21]1)[C:31](=[O:32])[O:33][CH2:34][c:35]1[cH:36][cH:37][cH:38][cH:39][cH:40]1.[CH3:41][OH:42].[ClH:7]>>[CH2:8]([c:9]1[cH:10][cH:11][cH:12][cH:13][cH:14]1)[N:15]([CH:16]1[CH:17]([O:29][CH3:30])[CH2:18][NH:19][CH2:20][CH2:21]1)[C:31](=[O:32])[O:33][CH2:34][c:35]1[cH:36][cH:37][cH:38][cH:39][cH:40]1.